This data is from the Open Reaction Database (ORD), a public repository of structured organic reaction records. The task is: describe an organic reaction: reactants, conditions, products, and yield As a reaction SMILES: [CH3:31][OH:32].[N+:1]([c:2]1[cH:3][cH:4][c:5]([C:6](=[O:7])[O:10][CH2:11][CH:12]2[CH:13]([CH3:26])[N:14]([c:18]3[cH:19][cH:20][c:21]([O:24][CH3:25])[cH:22][cH:23]3)[C:15](=[O:17])[O:16]2)[cH:8][cH:9]1)([O-:27])=[O:28].[Na+:30].[OH-:29]>>[OH:10][CH2:11][CH:12]1[CH:13]([CH3:26])[N:14]([c:18]2[cH:19][cH:20][c:21]([O:24][CH3:25])[cH:22][cH:23]2)[C:15](=[O:17])[O:16]1. Product: COc1ccc(N2C(=O)OC(CO)C2C)cc1. Starting materials: CO, COc1ccc(N2C(=O)OC(COC(=O)c3ccc([N+](=O)[O-])cc3)C2C)cc1, [Na+], [OH-]. Reactants: BrC1=CN(C2=C1N=CN=C2OC2CCN(CC2)C2=NC(=NO2)C(C)C)C (7-bromo-4-(1-(3-isopropyl-1,2,4-oxadiazol-5-yl)piperidin-4-yloxy)-5-methyl-5H-pyrrolo[3,2-d]pyrimidine), [N+](=O)([O-])C1=CC=C(C=C1)B(O)O (4-nitrophenylboronic acid), CS(=O)(=O)C1=CC=C(C=C1)B(O)O (4-methanesulfonyl-phenylboronic acid). Product: C(C)(C)C1=NOC(=N1)N1CCC(CC1)OC=1C2=C(N=CN1)C(=CN2C)C2=CC=C(C=C2)[N+](=O)[O-] (3-isopropyl-5-(4-(5-methyl-7-(4-nitrophenyl)-5H-pyrrolo[3,2-d]pyrimidin-4-yloxy)piperidin-1-yl)-1,2,4-oxadiazole). As a reaction SMILES: Br[C:2]1[C:6]2[N:7]=[CH:8][N:9]=[C:10]([O:11][CH:12]3[CH2:17][CH2:16][N:15]([C:18]4[O:22][N:21]=[C:20]([CH:23]([CH3:25])[CH3:24])[N:19]=4)[CH2:14][CH2:13]3)[C:5]=2[N:4]([CH3:26])[CH:3]=1.[N+:27]([C:30]1[CH:35]=[CH:34][C:33](B(O)O)=[CH:32][CH:31]=1)([O-:29])=[O:28].CS(C1C=CC(B(O)O)=CC=1)(=O)=O>>[CH:23]([C:20]1[N:19]=[C:18]([N:15]2[CH2:16][CH2:17][CH:12]([O:11][C:10]3[C:5]4[N:4]([CH3:26])[CH:3]=[C:2]([C:33]5[CH:34]=[CH:35][C:30]([N+:27]([O-:29])=[O:28])=[CH:31][CH:32]=5)[C:6]=4[N:7]=[CH:8][N:9]=3)[CH2:13][CH2:14]2)[O:22][N:21]=1)([CH3:25])[CH3:24]. Procedure details: The procedure of Example 27 was repeated except for using 7-bromo-4-(1-(3-isopropyl-1,2,4-oxadiazol-5-yl)piperidin-4-yloxy)-5-methyl-5H-pyrrolo[3,2-d]pyrimidine and 4-nitrophenylboronic acid instead of 7-bromo-4-(1-(5-ethylpyrimidin-2-yl)piperidin-4-yloxy)-5-methyl-5H-pyrrolo[3,2-d]pyrimidine and 4-methanesulfonyl-phenylboronic acid in Step 27-2 to obtain the title compound. The reactants are Cl.NN1C(=O)NC(=O)C1 (1-aminohydantoin hydrochloride), ClC1=C(C=C(C=CC(=O)O)C=C1)C(F)(F)F (4-chloro-3-trifluoromethylcinnamic acid), ice HCl. Solvent: N1=CC=CC=C1 (pyridine), O=S(Cl)Cl (SOCl2). Yields the product ClC1=C(C=C(C=CC(=O)NN2C(=O)NC(=O)C2)C=C1)C(F)(F)F (1-(4-Chloro-3-trifluoromethylcinnamamido)hydantoin). Reaction SMILES: [Cl:1][C:2]1[CH:12]=[CH:11][C:5]([CH:6]=[CH:7][C:8]([OH:10])=O)=[CH:4][C:3]=1[C:13]([F:16])([F:15])[F:14].Cl.[NH2:18][N:19]1[CH2:25][C:23](=[O:24])[NH:22][C:20]1=[O:21]>O=S(Cl)Cl.N1C=CC=CC=1>[Cl:1][C:2]1[CH:12]=[CH:11][C:5]([CH:6]=[CH:7][C:8]([NH:18][N:19]2[CH2:25][C:23](=[O:24])[NH:22][C:20]2=[O:21])=[O:10])=[CH:4][C:3]=1[C:13]([F:16])([F:15])[F:14] |f:1.2|. Procedure: A stirred mixture of 4-chloro-3-trifluoromethylcinnamic acid (50 g, 0.2 mole) in 200 ml of SOCl2 was heated at reflux for 2 hours. The excess SOCl2 was removed in vacuo and the residue flushed with dry benzene. The residue was treated with a mixture of 1-aminohydantoin hydrochloride (30 g, 0.2 mole) in 400 ml of pyridine. The reaction mixture was heated at reflux for 3 hours; then poured into ice/HCl. The crude residue (74 g, 100%) was recrystallized from CH3NO2 (Darco) to give an analytical sam... Starting materials: C(C)(=O)C1=NC=CN=C1 (2-acetylpyrazine), C(CC)(=O)NN (propanoic acid hydrazide). The solvent is C(C)O (ethanol). Product: N1=C(C=NC=C1)C(C)=NNC(CC)=O (propanoic acid [1-(2-pyrazinyl)ethylidene]hydrazide). Isolated yield 64.2%. RXN SMILES: [C:1]([C:4]1[CH:9]=[N:8][CH:7]=[CH:6][N:5]=1)(=O)[CH3:2].[C:10]([NH:14][NH2:15])(=[O:13])[CH2:11][CH3:12]>C(O)C>[N:5]1[CH:6]=[CH:7][N:8]=[CH:9][C:4]=1[C:1](=[N:15][NH:14][C:10](=[O:13])[CH2:11][CH3:12])[CH3:2]. Reported procedure: A mixture of 6.11 gm (0.05 mole) of 2-acetylpyrazine, 4.41 gm (0.05 mole) of propanoic acid hydrazide and 100 ml of absolute ethanol is refluxed 10 hr. The mixture is cooled. The white crystals which deposit are collected and dried to yield 6.17 gm (64%) of the title compound having a melting point of 181.3° C. Starting materials: [N-]1C=NC=C1.C1(CC1)N1C=C(C(C2=CC(=C(C(=C12)Cl)N1CC(CC1)NC(=O)OC(C)(C)C)F)=O)C(=O)O (1-cyclopropyl-6-fluoro-8-chloro-7-(3-t-butoxycarbonylaminopyrrolidin-1-yl)-1,4-dihydro-4-oxoquinoline-3-carboxylic acid imidazolide), C([O-])([O-])=O.[K+].[K+] (potassium carbonate), C(#N)CC(=O)OCC (ethyl cyanoacetate). The solvent is C(C)#N (acetonitrile). Run at time 30 minute. The product is Cl.C1(CC1)N1C=C(C(C2=CC(=C(C(=C12)Cl)N1CC(CC1)N)F)=O)C(C(C(=O)OCC)C#N)=O (1-cyclopropyl-6-fluoro-8-chloro-7-(3-aminopyrrolidin-1-yl)-3-(2-cyano-2-ethoxycarbonylacetyl)-1,4-dihydro-4-oxoquinoline hydrochloride). Yield: 140.1%. As a reaction SMILES: [N-]1C=CN=C1.[CH:6]1([N:9]2[C:18]3[C:13](=[CH:14][C:15]([F:33])=[C:16]([N:20]4[CH2:24][CH2:23][CH:22]([NH:25]C(OC(C)(C)C)=O)[CH2:21]4)[C:17]=3[Cl:19])[C:12](=[O:34])[C:11]([C:35]([OH:37])=O)=[CH:10]2)[CH2:8][CH2:7]1.C(=O)([O-])[O-].[K+].[K+].[C:44]([CH2:46][C:47]([O:49][CH2:50][CH3:51])=[O:48])#[N:45]>C(#N)C>[ClH:19].[CH:6]1([N:9]2[C:18]3[C:13](=[CH:14][C:15]([F:33])=[C:16]([N:20]4[CH2:24][CH2:23][CH:22]([NH2:25])[CH2:21]4)[C:17]=3[Cl:19])[C:12](=[O:34])[C:11]([C:35](=[O:37])[CH:46]([C:44]#[N:45])[C:47]([O:49][CH2:50][CH3:51])=[O:48])=[CH:10]2)[CH2:8][CH2:7]1 |f:0.1,2.3.4,7.8|. Procedure details: 5.2 g of 1-cyclopropyl-6-fluoro-8-chloro-7-(3-t-butoxycarbonylaminopyrrolidin-1-yl)-1,4-dihydro-4-oxoquinoline-3-carboxylic acid imidazolide and 6.9 g of potassium carbonate were put into 200 ml of acetonitrile, and 5.66 g of ethyl cyanoacetate was added thereto, and then refluxed under heating for 5 hours. Acetonitrile was distilled off under reduced pressure, and then water and ethyl acetate were added thereto. The pH of the reaction mixture was adjusted to about 3 with 1N-HCl, and then the or... Starting materials: C(C1=CC=CC=C1)OC=1C=CC=2C3=C(C=NC2C1)N=C(N3CC(C)C)CC (7-benzyloxy-2-ethyl-1-(2-methylpropyl)-1H-imidazo[4,5-c]quinoline), C(C1=CC=CC=C1)OC=1C=CC=2C3=C(C(=NC2C1)N)N=C(N3CC(C)C)CCC (7-benzyloxy-1-(2-methylpropyl)-2-propyl-1H-imidazo[4,5-c]quinolin-4-amine). Product: C(C)C=1N(C2=C(C=NC=3C=C(C=CC23)O)N1)CC(C)C (2-ethyl-1-(2-methylpropyl)-1H-imidazo[4,5-c]quinolin-7-ol). Yield: 35.8%. As a reaction SMILES: C([O:8][C:9]1[CH:10]=[CH:11][C:12]2[C:13]3[N:21]([CH2:22][CH:23]([CH3:25])[CH3:24])[C:20]([CH2:26][CH3:27])=[N:19][C:14]=3[CH:15]=[N:16][C:17]=2[CH:18]=1)C1C=CC=CC=1.C(OC1C=CC2C3N(CC(C)C)C(CCC)=NC=3C(N)=NC=2C=1)C1C=CC=CC=1>>[CH2:26]([C:20]1[N:21]([CH2:22][CH:23]([CH3:24])[CH3:25])[C:13]2[C:12]3[CH:11]=[CH:10][C:9]([OH:8])=[CH:18][C:17]=3[N:16]=[CH:15][C:14]=2[N:19]=1)[CH3:27]. Procedure: The general method described in Part J of Example 1 was followed using 7-benzyloxy-2-ethyl-1-(2-methylpropyl)-1H-imidazo[4,5-c]quinoline (3.43 g, 9.54 mmol) in lieu of 7-benzyloxy-1-(2-methylpropyl)-2-propyl-1H-imidazo[4,5-c]quinolin-4-amine. The crude product was recrystallized from acetonitrile, isolated by filtration, and dried for two days in an oven at 60° C. to provide 0.92 g of 2-ethyl-1-(2-methylpropyl)-1H-imidazo[4,5-c]quinolin-7-ol as an off-white solid, mp >250° C.